From a dataset of the Open Reaction Database (ORD), a public repository of structured organic reaction records. describe an organic reaction: reactants, conditions, products, and yield Reactants: CN(C)C=O, O=C1CCC(=O)N1O, O=C(O)c1cnc2cccnc2c1O, O=S(Cl)Cl, c1ccncc1. Yields the product O=C(ON1C(=O)CCC1=O)c1cnc2cccnc2c1O. As a reaction SMILES: [CH3:1][N:2]([CH3:3])[CH:4]=[O:5].[OH:20][N:21]1[C:22](=[O:27])[CH2:23][CH2:24][C:25]1=[O:26].[OH:6][c:7]1[c:8]([C:17](=[O:18])[OH:19])[cH:9][n:10][c:11]2[cH:12][cH:13][cH:14][n:15][c:16]12.[S:28]([Cl:29])([Cl:30])=[O:31].[cH:32]1[cH:33][cH:34][n:35][cH:36][cH:37]1>>[OH:6][c:7]1[c:8]([C:17](=[O:18])[O:19][N:21]2[C:22](=[O:27])[CH2:23][CH2:24][C:25]2=[O:26])[cH:9][n:10][c:11]2[cH:12][cH:13][cH:14][n:15][c:16]12.